From a dataset of the Open Reaction Database (ORD), a public repository of structured organic reaction records. describe an organic reaction: reactants, conditions, products, and yield Reactants: CN1CCCC1=O, Cc1nc(-c2cn3c(n2)-c2cnc(OS(=O)(=O)C(F)(F)F)cc2OCC3)n(C(C)C)n1, NCC(N)=O, O. Yields the product Cc1nc(-c2cn3c(n2)-c2cnc(NCC(N)=O)cc2OCC3)n(C(C)C)n1. Reaction SMILES: [CH3:37][N:38]1[CH2:39][CH2:40][CH2:41][C:42]1=[O:43].[CH:1]([CH3:2])([CH3:3])[n:4]1[n:5][c:6]([CH3:31])[n:7][c:8]1-[c:9]1[cH:10][n:11]2[c:17]([n:18]1)-[c:16]1[c:15]([cH:22][c:21]([O:23][S:24]([C:25]([F:26])([F:27])[F:28])(=[O:29])=[O:30])[n:20][cH:19]1)[O:14][CH2:13][CH2:12]2.[NH2:32][CH2:33][C:34](=[O:35])[NH2:36].[OH2:44]>>[CH:1]([CH3:2])([CH3:3])[n:4]1[n:5][c:6]([CH3:31])[n:7][c:8]1-[c:9]1[cH:10][n:11]2[c:17]([n:18]1)-[c:16]1[c:15]([cH:22][c:21]([NH:32][CH2:33][C:34](=[O:35])[NH2:36])[n:20][cH:19]1)[O:14][CH2:13][CH2:12]2. Reactants: C(CC)C1(CCC2(C(C(NC(C2C#N)=O)=O)C#N)CC1)CCC (9,9-Dipropyl-1,5 -dicyano-3 -azaspiro[5.5]undecane-2,4 -dione), Cl.C(C)(=O)O.O (hydrochloric acid acetic acid water). Product: C(CC)C1(CCC(CC1)(CC(=O)O)CC(=O)O)CCC (4,4 DIPROPYLCYCLOHEXANE 1,1-DIACETIC ACID). Yield: 35.0%. Reaction SMILES: [CH2:1]([C:4]1([CH2:21][CH2:22][CH3:23])[CH2:20][CH2:19][C:7]2([CH:12](C#N)[C:11](=[O:15])NC(=O)C2C#N)[CH2:6][CH2:5]1)[CH2:2][CH3:3].Cl.[C:25]([OH:28])(=[O:27])[CH3:26].[OH2:29]>>[CH2:1]([C:4]1([CH2:21][CH2:22][CH3:23])[CH2:20][CH2:19][C:7]([CH2:12][C:11]([OH:29])=[O:15])([CH2:26][C:25]([OH:28])=[O:27])[CH2:6][CH2:5]1)[CH2:2][CH3:3] |f:1.2.3|. Reported procedure: 9,9-Dipropyl-1,5 -dicyano-3 -azaspiro[5.5]undecane-2,4 -dione, prepared according to the method of Example 17, was dissolved in a solution of concentrated hydrochloric acid/acetic acid/water (4/7/1) and the solution was heated at reflux for 2 3 days. The reaction mixture was cooled to room temperature and the volatile materials were removed on the rotavap. The residue was partitioned between water and ethyl acetate. The organic phase was washed with brine, dried over magnesium sulfate, filtered ... Reactants: B, O=Cc1ccc(OCc2ccccc2)cc1OCc1ccccc1, CO, [Na], O. The product is OCc1ccc(OCc2ccccc2)cc1OCc1ccccc1. As a reaction SMILES: [BH3:25].[CH2:1]([c:2]1[cH:3][cH:4][cH:5][cH:6][cH:7]1)[O:8][c:9]1[c:10]([CH:11]=[O:12])[cH:13][cH:14][c:15]([O:17][CH2:18][c:19]2[cH:20][cH:21][cH:22][cH:23][cH:24]2)[cH:16]1.[CH3:28][OH:29].[Na:26].[OH2:27]>>[CH2:1]([c:2]1[cH:3][cH:4][cH:5][cH:6][cH:7]1)[O:8][c:9]1[c:10]([CH2:11][OH:12])[cH:13][cH:14][c:15]([O:17][CH2:18][c:19]2[cH:20][cH:21][cH:22][cH:23][cH:24]2)[cH:16]1. The reactants are CCOC(=O)CCC(C)(C)c1ccc(OC)c(C)c1, CCO, [K+], [OH-], O. Product: COc1ccc(C(C)(C)CCC(=O)O)cc1C. As a reaction SMILES: [CH2:1]([CH3:2])[O:3][C:4]([CH2:5][CH2:6][C:7]([CH3:8])([CH3:9])[c:10]1[cH:11][c:12]([CH3:18])[c:13]([O:16][CH3:17])[cH:14][cH:15]1)=[O:19].[CH2:20]([OH:21])[CH3:22].[K+:24].[OH-:23].[OH2:25]>>[O:3]=[C:4]([CH2:5][CH2:6][C:7]([CH3:8])([CH3:9])[c:10]1[cH:11][c:12]([CH3:18])[c:13]([O:16][CH3:17])[cH:14][cH:15]1)[OH:19]. Starting materials: ClC1=C(C(=NC2=CC=C(C=C12)C(O)C=1C(=NC(=CC1)C)C)OC)CC1=CC=C(C=C1)C(F)(F)F ((4-Chloro-2-methoxy-3-(4-(trifluoromethyl)benzyl)quinolin-6-yl)(2,6-dimethylpyridin-3-yl)methanol), CN1N=NC=C1C(=O)C1=CC(=NC=C1)C(F)(F)F ((1-methyl-1H-1,2,3-triazol-5-yl)(2-(trifluoromethyl)pyridin-4-yl)methanone), CN1N=NC=C1C(=O)C1=CC(=NC=C1)C(F)(F)F ((1-methyl-1H-1,2,3-triazol-5-yl)(2-(trifluoromethyl)pyridin-4-yl)methanone), ClC1=C(C(=NC2=CC=C(C=C12)C(O)C=1C(=NC(=CC1)C)C)OC)CC1=CC=C(C=C1)C(F)(F)F ((4-Chloro-2-methoxy-3-(4-(trifluoromethyl)benzyl)quinolin-6-yl)(2,6-dimethylpyridin-3-yl)methanol), N1(N=CC=C1)C1=CC=C(CC=2C(=NC3=C(C=C(C=C3C2Cl)Br)C)Cl)C=C1 (3-(4-(1H-pyrazol-1-yl)benzyl)-6-bromo-2,4-dichloro-8-methylquinoline), S1C2=C(C=C1CC=1C(=NC3=CC=C(C=C3C1Cl)C(O)(C=1C=NC(=CC1)C(F)(F)F)C1=CN=CN1C)OC)C=CC=C2 ((3-(Benzo[b]thiophen-2-ylmethyl)-4-chloro-2-methoxyquinolin-6-yl)(1-methyl-1H-imidazol-5-yl)(6-(trifluoromethyl)pyridin-3-yl)methanol). Product: ClC1=C(C(=NC2=CC=C(C=C12)C(O)(C1=CN=NN1C)C1=CC(=NC(=C1)C)C)OC)CC1=CC=C(C=C1)C(F)(F)F ((4-Chloro-2-methoxy-3-(4-(trifluoromethyl)benzyl)quinolin-6-yl)(2,6-dimethylpyridin-4-yl)(1-methyl-1H-1,2,3-triazol-5-yl)methanol). RXN SMILES: [Cl:1][C:2]1[C:11]2[C:6](=[CH:7][CH:8]=[C:9](C(C3C(C)=NC(C)=CC=3)O)[CH:10]=2)[N:5]=[C:4]([O:22][CH3:23])[C:3]=1[CH2:24][C:25]1[CH:30]=[CH:29][C:28]([C:31]([F:34])([F:33])[F:32])=[CH:27][CH:26]=1.N1(C2C=CC(CC3C(Cl)=NC4C(C=3Cl)=CC(Br)=CC=4C)=CC=2)C=C[CH:37]=N1.[CH3:61][N:62]1[C:66]([C:67]([C:69]2[CH:74]=[CH:73][N:72]=[C:71]([C:75](F)(F)F)[CH:70]=2)=[O:68])=[CH:65][N:64]=[N:63]1.S1C(CC2C(OC)=NC3C(C=2Cl)=CC(C(C2N(C)C=NC=2)(C2C=NC(C(F)(F)F)=CC=2)O)=CC=3)=CC2C=CC=CC1=2>>[Cl:1][C:2]1[C:11]2[C:6](=[CH:7][CH:8]=[C:9]([C:67]([C:69]3[CH:70]=[C:71]([CH3:75])[N:72]=[C:73]([CH3:37])[CH:74]=3)([C:66]3[N:62]([CH3:61])[N:63]=[N:64][CH:65]=3)[OH:68])[CH:10]=2)[N:5]=[C:4]([O:22][CH3:23])[C:3]=1[CH2:24][C:25]1[CH:26]=[CH:27][C:28]([C:31]([F:34])([F:32])[F:33])=[CH:29][CH:30]=1. Procedure details: The title compound was prepared analogously to the method described in Example 78 using 6-bromo-4-chloro-2-methoxy-3-(4-(trifluoromethyl)benzyl)quinoline (Intermediate 12: step d) in place of 3-(4-(1H-pyrazol-1-yl)benzyl)-6-bromo-2,4-dichloro-8-methylquinoline (Intermediate 57) and (1-methyl-1H-1,2,3-triazol-5-yl)(2-(trifluoromethyl)pyridin-4-yl)methanone (Intermediate 29: step b) in place of 1-(4-(6-(trifluoromethyl)nicotinoyl)piperidin-1-yl)ethanone (Intermediate 56: step d). MS m/e 568.2 (M+H...